This data is from the Open Reaction Database (ORD), a public repository of structured organic reaction records. The task is: describe an organic reaction: reactants, conditions, products, and yield Starting materials: trans-di-p-bromobenzoylethylene, BrC1=CC=CC=C1 (bromobenzene), C(\C=C\C(=O)Cl)(=O)Cl (fumaryl chloride), C=C (ethylene), water ice, 1,4-di-p-bromophenyl-1,4-butanedione, 1,4-diketone. Reagents/catalysts: OS(=O)(=O)O (H2SO4), [Zn].CC(=O)O (Zn HOAc). Run at time 5 minute. Yields the product BrC1=CC=C(C=C1)C=1OC(=CC1)C1=CC=C(C=C1)Br (2,5-Bis(p-bromophenyl) furan). Reaction SMILES: [Br:1][C:2]1[CH:7]=[CH:6][CH:5]=[CH:4][CH:3]=1.[C:8](Cl)(=[O:14])/[CH:9]=[CH:10]/[C:11](Cl)=O.[CH2:16]=[CH2:17]>OS(O)(=O)=O.[Zn].CC(O)=O>[Br:1][C:2]1[CH:7]=[CH:6][C:5]([C:11]2[O:14][C:8]([C:16]3[CH:4]=[CH:3][C:2]([Br:1])=[CH:7][CH:17]=3)=[CH:9][CH:10]=2)=[CH:4][CH:3]=1 |f:4.5|. Procedure details: A literature procedure as known in the art for preparation of trans-di-p-bromobenzoylethylene from bromobenzene and fumaryl chloride was employed. J. B. Conant and R. E. Lutz, J. Am. Chem. Soc. 47, 881 (1925). The ethylene compound was reduced with Zn-HOAc to prepare 1,4-di-p-bromophenyl-1,4-butanedione. E. Campaigne and W. O. Foye, J. Org. Chem. 17, 1405 (1952). The saturated 1,4-diketone (7.9 g, 0.02 mol) was suspended in 80 mL of AC2O and the mixture was heated to reflux. Concentrated H2SO4 (... Product: CCCc1nc(NC(=O)N(C)C)nc(N2CCOCC2)n1. Reactants: CCOC(C)=O, CNC, CCCCCC, ClCCl, CCCc1nc(NC(=O)Oc2ccccc2)nc(N2CCOCC2)n1. As a reaction SMILES: [C:35]([O:36][CH2:37][CH3:38])(=[O:39])[CH3:40].[CH3:1][NH:2][CH3:3].[CH3:29][CH2:30][CH2:31][CH2:32][CH2:33][CH3:34].[Cl:41][CH2:42][Cl:43].[O:4]1[CH2:5][CH2:6][N:7]([c:10]2[n:11][c:12]([NH:19][C:20]([O:21][c:22]3[cH:23][cH:24][cH:25][cH:26][cH:27]3)=[O:28])[n:13][c:14]([CH2:16][CH2:17][CH3:18])[n:15]2)[CH2:8][CH2:9]1>>[CH3:1][N:2]([CH3:3])[C:20]([NH:19][c:12]1[n:11][c:10]([N:7]2[CH2:6][CH2:5][O:4][CH2:9][CH2:8]2)[n:15][c:14]([CH2:16][CH2:17][CH3:18])[n:13]1)=[O:28]. Starting materials: aqueous solution, ammonium sulfide, C1CCOC1 (THF), aqueous solution, ammonium sulfide, C(#N)C(C1=C(C(=CC(=C1)OC)OC)F)NC1=CC=C(C#N)C=C1 (4-{[cyano-(2-fluoro-3,5-dimethoxyphenyl)methyl]amino}benzonitrile), C(C)(=O)OCC (ethyl acetate). Run in CO (methanol), O (water). Run at time 24 hour. The product is C(#N)C1=CC=C(C=C1)NC(C(=S)N)C1=C(C(=CC(=C1)OC)OC)F (2-(4-cyanophenylamino)-2-(2-fluoro-3,5-dimethoxyphenyl)thioacetamide). RXN SMILES: [NH4+]=[S:2].[C:3]([CH:5]([NH:17][C:18]1[CH:25]=[CH:24][C:21]([C:22]#[N:23])=[CH:20][CH:19]=1)[C:6]1[CH:11]=[C:10]([O:12][CH3:13])[CH:9]=[C:8]([O:14][CH3:15])[C:7]=1[F:16])#[N:4].C1COCC1.C(OCC)(=O)C>CO.O>[C:22]([C:21]1[CH:20]=[CH:19][C:18]([NH:17][CH:5]([C:6]2[CH:11]=[C:10]([O:12][CH3:13])[CH:9]=[C:8]([O:14][CH3:15])[C:7]=2[F:16])[C:3]([NH2:4])=[S:2])=[CH:25][CH:24]=1)#[N:23]. Procedure details: After adding 14.2 ml of a 20% aqueous solution of ammonium sulfide to a solution of 2.59 g of 4-{[cyano-(2-fluoro-3,5-dimethoxyphenyl)methyl]amino}benzonitrile in 300 ml of a methanol:THF=2:1 mixed solvent, the mixture was stirred at room temperature for 16 hours. Then, a further 14.2 ml of a 20% aqueous solution of ammonium sulfide was added, and the mixture was stirred at room temperature for 24 hours. Next, 500 ml of ethyl acetate and 800 ml of water were added to the reaction mixture, and th... Starting materials: C([O-])([O-])=O.[Cs+].[Cs+] (Cesium carbonate), N1N=C(C2=CC=CC=C12)CC(=O)OCC (Ethyl 2-(1H-indazol-3-yl)acetate), [N+](=O)([O-])C1=CC=C(CBr)C=C1 (p-nitro benzyl bromide). Solvent: O1CCCC1 (tetrahydrofuran). The product is [N+](=O)([O-])C1=CC=C(CN2N=C(C3=CC=CC=C23)CC(=O)OCC)C=C1 (ethyl 2-[1-(4-nitrobenzyl)-1H-indazol-3-yl]acetate). Isolated yield 78.0%. As a reaction SMILES: [NH:1]1[C:9]2[C:4](=[CH:5][CH:6]=[CH:7][CH:8]=2)[C:3]([CH2:10][C:11]([O:13][CH2:14][CH3:15])=[O:12])=[N:2]1.C(=O)([O-])[O-].[Cs+].[Cs+].[N+:22]([C:25]1[CH:32]=[CH:31][C:28]([CH2:29]Br)=[CH:27][CH:26]=1)([O-:24])=[O:23]>O1CCCC1>[N+:22]([C:25]1[CH:32]=[CH:31][C:28]([CH2:29][N:1]2[C:9]3[C:4](=[CH:5][CH:6]=[CH:7][CH:8]=3)[C:3]([CH2:10][C:11]([O:13][CH2:14][CH3:15])=[O:12])=[N:2]2)=[CH:27][CH:26]=1)([O-:24])=[O:23] |f:1.2.3|. Procedure: Ethyl 2-(1H-indazol-3-yl)acetate (9.78 g, 47.9 mmol) was dissolved in anhydrous tetrahydrofuran (100 mL). Cesium carbonate (46.81 g, 143.7 mmol) was added, and stirred at room temperature for half an hour. Then p-nitro benzyl bromide (10.36 g, 47.96 mmol) was added, reacted for 16 hours, and then the solid was filtered. The filtrate was concentrated, chromatographed on a silica gel column (petroleum ether:ethyl acetate=2:1) to obtain a yellow solid 12.68 g, at a yield of 78.1%.